Dataset: the Open Reaction Database (ORD), a public repository of structured organic reaction records. Task: describe an organic reaction: reactants, conditions, products, and yield The reactants are C1(=CC=CC=C1)P(C1=CC=CC=C1)C1=CC=CC=C1 (triphenylphosphine), BrBr (Br2), C(C1=CC=CC=C1)N1N=C(C=2CCCCC12)CO ((4,5,6,7-Tetrahydro-1-benzyl-1H-indazol-3-yl) methanol). Solvent: C(Cl)(Cl)(Cl)Cl (CCl4), C(Cl)(Cl)(Cl)Cl (CCl4). Conditions: temperature 0 celsius, time 10 minute. The product is C(C1=CC=CC=C1)N1N=C(C=2CCCCC12)CBr (1-Benzyl-3-bromomethyl-4,5,6,7-tetrahydro-1H-indazole). Yield: 10.4%. Reaction SMILES: C1(P(C2C=CC=CC=2)C2C=CC=CC=2)C=CC=CC=1.[Br:20]Br.[CH2:22]([N:29]1[C:37]2[CH2:36][CH2:35][CH2:34][CH2:33][C:32]=2[C:31]([CH2:38]O)=[N:30]1)[C:23]1[CH:28]=[CH:27][CH:26]=[CH:25][CH:24]=1>C(Cl)(Cl)(Cl)Cl>[CH2:22]([N:29]1[C:37]2[CH2:36][CH2:35][CH2:34][CH2:33][C:32]=2[C:31]([CH2:38][Br:20])=[N:30]1)[C:23]1[CH:28]=[CH:27][CH:26]=[CH:25][CH:24]=1. Procedure details: To a stirring solution of 752 mg (2.87 mmol, 1.3 equiv) of triphenylphosphine in 10 mL of CCl4 at 0° C. is added 135 μL (2.63 mmol, 1.2 equiv) of Br2. The resulting orange-yellow suspension is stirred 10 min at 0° C., then a solution of 580 mg (2.39 mmol) of (4,5,6,7-Tetrahydro-1-benzyl-1H-indazol-3-yl) methanol in 3 mL of CCl4 is added over 2 min. The resulting solution is stirred 2.5 h at RT, and the solvent is removed in vacuo. Purification of the residue by silica gel flash column chromatogr... Reactants: B(Cl)(Cl)Cl (BCl3), COC1=CC=C(OC2=CC3=CN(N=C3C=C2)C2=CC=C(C#N)C=C2)C=C1 (4-[5-(4-Methoxy-phenoxy)-indazol-2-yl]-benzonitrile), C([O-])(O)=O.[Na+] (sodium bicarbonate). Reagents/catalysts: [I-].C(CCC)[N+](CCCC)(CCCC)CCCC (tetrabutylammonium iodide). Run in C(Cl)Cl (methylene chloride), C(Cl)Cl (methylene chloride). Reaction conditions: temperature -78 celsius, time 20 minute. The product is OC1=CC=C(OC2=CC3=CN(N=C3C=C2)C2=CC=C(C#N)C=C2)C=C1 (4-[5-(4-Hydroxy-phenoxy)-indazol-2-yl]-benzonitrile). The yield is 97.2%. RXN SMILES: C[O:2][C:3]1[CH:26]=[CH:25][C:6]([O:7][C:8]2[CH:16]=[CH:15][C:14]3[C:10](=[CH:11][N:12]([C:17]4[CH:24]=[CH:23][C:20]([C:21]#[N:22])=[CH:19][CH:18]=4)[N:13]=3)[CH:9]=2)=[CH:5][CH:4]=1.B(Cl)(Cl)Cl.C(=O)(O)[O-].[Na+]>C(Cl)Cl.[I-].C([N+](CCCC)(CCCC)CCCC)CCC>[OH:2][C:3]1[CH:26]=[CH:25][C:6]([O:7][C:8]2[CH:16]=[CH:15][C:14]3[C:10](=[CH:11][N:12]([C:17]4[CH:24]=[CH:23][C:20]([C:21]#[N:22])=[CH:19][CH:18]=4)[N:13]=3)[CH:9]=2)=[CH:5][CH:4]=1 |f:2.3,5.6|. Procedure: A solution of 4-[5-(4-Methoxy-phenoxy)-indazol-2-yl]-benzonitrile (0.075 grams, 0.22 mmol) in 1.6 mL of methylene chloride was treated with tetrabutylammonium iodide (0.13 grams, 0.36 mmol). After cooling to −78° C., the mixture was treated dropwise with a solution of BCl3 in methylene chloride (0.81 mL, 1 M, 0.81 mmol). After stirring for 20 minutes, the mixture was slowly warmed to room temperature and was stirred for 1 hour. The mixture was cautiously neutralized with saturated aqueous sodium... Reactants: Cc1ccc2ccccc2n1, CC(=O)OC(C)=O, O=Cc1ccc(C=O)cc1, Cc1ccccc1C. Product: O=Cc1ccc(C=Cc2ccc3ccccc3n2)cc1. Reaction SMILES: [CH3:11][c:12]1[n:13][c:14]2[cH:15][cH:16][cH:17][cH:18][c:19]2[cH:20][cH:21]1.[CH3:22][C:23]([O:24][C:25](=[O:26])[CH3:27])=[O:28].[c:1]1([CH:9]=[O:10])[cH:2][cH:3][c:4]([CH:7]=[O:8])[cH:5][cH:6]1.[c:29]1([CH3:30])[c:31]([CH3:32])[cH:33][cH:34][cH:35][cH:36]1>>[c:1]1([CH:9]=[CH:11][c:12]2[n:13][c:14]3[cH:15][cH:16][cH:17][cH:18][c:19]3[cH:20][cH:21]2)[cH:2][cH:3][c:4]([CH:7]=[O:8])[cH:5][cH:6]1. Reactants: CCC(Oc1cncc(Br)c1)C(=O)O, O=S(Cl)Cl. Product: CCC(Oc1cncc(Br)c1)C(=O)O, [Cl-]. RXN SMILES: [Br:1][c:2]1[cH:3][c:4]([O:8][CH:9]([C:10](=[O:11])[OH:12])[CH2:13][CH3:14])[cH:5][n:6][cH:7]1.[S:15]([Cl:16])([Cl:17])=[O:18]>>[Br:1][c:2]1[cH:3][c:4]([O:8][CH:9]([C:10](=[O:11])[OH:12])[CH2:13][CH3:14])[cH:5][n:6][cH:7]1.[Cl-:17]. Starting materials: BrCC(=O)OCC (ethyl bromoacetate), OC=1C=CC2=C(SC(=C2)S(N)(=O)=O)C1 (6-hydroxy-2-sulfamoylbenzo[b]thiophene), C([O-])(O)=O.[K+] (potassium bicarbonate), C([O-])([O-])=O.[K+].[K+] (potassium carbonate). Run in CS(=O)C (DMSO), O (water), O (water). Conditions: time 1.5 day. Yields the product C(C)OC(=O)COC=1C=CC2=C(SC(=C2)S(N)(=O)=O)C1 (6-[(Ethoxycarbonyl)methoxy]-2-sulfamoylbenzo[b]- thiophene). Isolated yield 38.1%. RXN SMILES: Br[CH2:2][C:3]([O:5][CH2:6][CH3:7])=[O:4].[OH:8][C:9]1[CH:10]=[CH:11][C:12]2[CH:16]=[C:15]([S:17](=[O:20])(=[O:19])[NH2:18])[S:14][C:13]=2[CH:21]=1.C(=O)(O)[O-].[K+].C(=O)([O-])[O-].[K+].[K+]>CS(C)=O.O>[CH2:6]([O:5][C:3]([CH2:2][O:8][C:9]1[CH:10]=[CH:11][C:12]2[CH:16]=[C:15]([S:17](=[O:19])(=[O:20])[NH2:18])[S:14][C:13]=2[CH:21]=1)=[O:4])[CH3:7] |f:2.3,4.5.6|. Reported procedure: To a solution of ethyl bromoacetate (1.2 ml, 11 mmol) and 6-hydroxy-2-sulfamoylbenzo[b]thiophene (2.29 g, 10 mmol) in DMSO (10 ml) was added dropwise a solution of potassium bicarbonate (1.0 g, 10 mmol) and potassium carbonate (0.13 g, 1 mmol) in water (7 ml). The mixture was stirred for 1-2 days, then diluted with water. The precipitated product was collected dissolved in ethyl acetate, dried (Na2SO4) and evaporated to dryness. The residue was recrystallized from hot ethyl acetate, boiling off ...